The task is: describe an organic reaction: reactants, conditions, products, and yield. This data is from the Open Reaction Database (ORD), a public repository of structured organic reaction records. The reactants are O=C1CCC(=O)N1Br, ClCCl, O=C(O)C(CC1CCCC1)c1ccc(Cl)c([N+](=O)[O-])c1, Nc1ccc(Br)cn1, c1ccc(P(c2ccccc2)c2ccccc2)cc1. Product: O=C(Nc1ccc(Br)cn1)C(CC1CCCC1)c1ccc(Cl)c([N+](=O)[O-])c1. Reaction SMILES: [Br:20][N:21]1[C:22](=[O:23])[CH2:24][CH2:25][C:26]1=[O:27].[CH2:56]([Cl:57])[Cl:58].[Cl:28][c:29]1[c:30]([N+:45](=[O:46])[O-:47])[cH:31][c:32]([CH:35]([C:36](=[O:37])[OH:38])[CH2:39][CH:40]2[CH2:41][CH2:42][CH2:43][CH2:44]2)[cH:33][cH:34]1.[NH2:48][c:49]1[n:50][cH:51][c:52]([Br:55])[cH:53][cH:54]1.[c:1]1([P:2]([c:3]2[cH:4][cH:5][cH:6][cH:7][cH:8]2)[c:9]2[cH:10][cH:11][cH:12][cH:13][cH:14]2)[cH:15][cH:16][cH:17][cH:18][cH:19]1>>[Cl:28][c:29]1[c:30]([N+:45](=[O:46])[O-:47])[cH:31][c:32]([CH:35]([C:36](=[O:38])[NH:48][c:49]2[n:50][cH:51][c:52]([Br:55])[cH:53][cH:54]2)[CH2:39][CH:40]2[CH2:41][CH2:42][CH2:43][CH2:44]2)[cH:33][cH:34]1. The reactants are Example 1 ( g ), ClCC1=CC=NC=C1 (4-chloromethyl-pyridine), OCCOC1=CC=C(C=C1)C1C(CN(CC1)C(=O)OC(C)(C)C)OCC1=CC2=CC=CC=C2C=C1 (tert-butyl (3RS,4RS)-4-[4-(2-hydroxy-ethoxy)-phenyl]-3-(naphthalen-2-ylmethoxy)-piperidine-1-carboxylate), Example 53 ( c ). The product is C1=C(C=CC2=CC=CC=C12)COC1CN(CCC1C1=CC=C(C=C1)OCCOCC1=CC=NC=C1)C(=O)OC(C)(C)C (tert-butyl (3RS,4RS)-3-(naphthalen-2-ylmethoxy)-4-{4-[2-(pyridin-4-ylmethoxy)-ethoxy)-phenyl}-piperidine-1-carboxylate). RXN SMILES: [OH:1][CH2:2][CH2:3][O:4][C:5]1[CH:10]=[CH:9][C:8]([CH:11]2[CH2:16][CH2:15][N:14]([C:17]([O:19][C:20]([CH3:23])([CH3:22])[CH3:21])=[O:18])[CH2:13][CH:12]2[O:24][CH2:25][C:26]2[CH:35]=[CH:34][C:33]3[C:28](=[CH:29][CH:30]=[CH:31][CH:32]=3)[CH:27]=2)=[CH:7][CH:6]=1.Cl[CH2:37][C:38]1[CH:43]=[CH:42][N:41]=[CH:40][CH:39]=1>>[CH:27]1[C:28]2[C:33](=[CH:32][CH:31]=[CH:30][CH:29]=2)[CH:34]=[CH:35][C:26]=1[CH2:25][O:24][CH:12]1[CH:11]([C:8]2[CH:9]=[CH:10][C:5]([O:4][CH2:3][CH2:2][O:1][CH2:37][C:38]3[CH:43]=[CH:42][N:41]=[CH:40][CH:39]=3)=[CH:6][CH:7]=2)[CH2:16][CH2:15][N:14]([C:17]([O:19][C:20]([CH3:23])([CH3:21])[CH3:22])=[O:18])[CH2:13]1. Reported procedure: In an analogous manner to that described in Example 1 (g), by alkylating tert-butyl (3RS,4RS)-4-[4-(2-hydroxy-ethoxy)-phenyl]-3-(naphthalen-2-ylmethoxy)-piperidine-1-carboxylate [Example 53 (c)] with 4-chloromethyl-pyridine there was obtained tert-butyl (3RS,4RS)-3-(naphthalen-2-ylmethoxy)-4-{4-[2-(pyridin-4-ylmethoxy)-ethoxy)-phenyl}-piperidine-1-carboxylate as a colourless oil. Reactants: C(C)OC(CC[C@@H](C)[C@H]1CC=C2C=3CC[C@H]4C([C@H](CC[C@]4(C)C3CC[C@]12C)O)(C)C)=O (3β-Hydroxy-4,4-dimethyl-5α-chola-8,14-dien-24-oic acid ethyl ester). Run in C(C)O (ethanol), [OH-].[Na+] (sodiumhydroxide). Conditions: time 3.5 hour. Yields the product O[C@@H]1C([C@@H]2CCC=3C4=CC[C@H]([C@@H](CCC(=O)O)C)[C@]4(CCC3[C@]2(CC1)C)C)(C)C (3β-Hydroxy-4,4-dimethyl-5α-chola-8,14-dien-24-oic Acid). Isolated yield 83.3%. Reaction SMILES: C([O:3][C:4](=[O:31])[CH2:5][CH2:6][C@H:7]([C@@H:9]1[C@:26]2([CH3:27])[C:12]([C:13]3[CH2:14][CH2:15][C@@H:16]4[C@:21]([C:23]=3[CH2:24][CH2:25]2)([CH3:22])[CH2:20][CH2:19][C@H:18]([OH:28])[C:17]4([CH3:30])[CH3:29])=[CH:11][CH2:10]1)[CH3:8])C>C(O)C.[OH-].[Na+]>[OH:28][C@H:18]1[CH2:19][CH2:20][C@@:21]2([CH3:22])[C@@H:16]([CH2:15][CH2:14][C:13]3[C:12]4[C@:26]([CH3:27])([CH2:25][CH2:24][C:23]=32)[C@@H:9]([C@H:7]([CH3:8])[CH2:6][CH2:5][C:4]([OH:31])=[O:3])[CH2:10][CH:11]=4)[C:17]1([CH3:29])[CH3:30] |f:2.3|. Procedure details: 3β-Hydroxy-4,4-dimethyl-5α-chola-8,14-dien-24-oic acid ethyl ester (1.9 g) is suspended in a mixture of 190 ml of 96% ethanol and 63 ml of 1M sodiumhydroxide. The mixture is stirred for 3.5 h at room temperature. After aqueous work-up and crystallization from ethanol/water, the title compound (1.48 g) is isolated. 1H-NMR (CDCl3, 400 MHz): δ=5.36 (1H, s); 3.22 (1H, m); 1.03 (3H, s). 1.01 (3H, s); 0.97 (3H, d); 0.83 (3H, s); 0.81 (3H, s). MS: Calculated: 400.6. Found 400.3.